From a dataset of the Open Reaction Database (ORD), a public repository of structured organic reaction records. describe an organic reaction: reactants, conditions, products, and yield Reactants: C(C)N(CC)[Si](C)(C)C (diethylaminotrimethylsilane), S(F)(F)(F)F (sulfur tetrafluoride). The solvent is ClC(F)(Cl)Cl (trichlorofluoromethane), ClC(F)(Cl)Cl (trichlorofluoromethane). The product is C(C)N(CC)S(F)(F)F (diethylaminosulfur trifluoride). Isolated yield 83.5%. RXN SMILES: [CH2:1]([N:3]([Si](C)(C)C)[CH2:4][CH3:5])[CH3:2].[S:10](F)([F:13])([F:12])[F:11]>ClC(Cl)(Cl)F>[CH2:1]([N:3]([S:10]([F:13])([F:12])[F:11])[CH2:4][CH3:5])[CH3:2]. Reported procedure: A solution of 96 g (0.66 mole) of diethylaminotrimethylsilane in 100 ml trichlorofluoromethane was added dropwise to a solution of 40 ml (measured at -78°, 0.72 mole) of sulfur tetrafluoride in 200 ml of trichlorofluoromethane at -65° to -60°. The reaction mixture was warmed to room temperature and then distilled to give 88.86 g (84% yield) of diethylaminosulfur trifluoride as a pale yellow liquid, bp 46°-47° (10 mm). Reactants: C(C)N1C(=C(C(C2=CC=C(C=C12)C1=CC=NC=C1)=O)C(=O)OCC)O (ethyl 1-ethyl-1,4-dihydro-2-hydroxy-4-oxo-7-(4-pyridinyl)-3quinolinecarboxylate), C(C)N1C=C(C(C2=CC=C(C=C12)C=1C=NC=CC1)=O)C(=O)O (1,4-Dihydro-1-ethyl-7-(3-pyridinyl)-4-oxo-3-quinolinecarboxylic acid), [H-].[Na+] (sodium hydride), CI (methyl iodide), ( b ). Reported procedure: Ethyl 1,4-dihydro-2-hydroxy-1-methyl-4-oxo-7-(4-pyridinyl)-3-quinolinecarboxylate was prepared from 7.20 g dioxobenzoxazine of Example 38, part (a), 1.66 g 60% sodium hydride and 1.95 ml methyl iodide according to the procedure of Example 38, part (b), and was obtained (4.50 g) as a yellow solid, m.p. about 184° C(decompn.). Yields the product OC=1N(C2=CC(=CC=C2C(C1C(=O)OCC)=O)C1=CC=NC=C1)C (Ethyl 1,4-dihydro-2-hydroxy-1-methyl-4-oxo-7-(4-pyridinyl)-3-quinolinecarboxylate). RXN SMILES: [CH2:1]([N:3]1[C:12]2[C:7](=[CH:8][CH:9]=[C:10]([C:13]3[CH:18]=[CH:17][N:16]=[CH:15][CH:14]=3)[CH:11]=2)[C:6](=[O:19])[C:5]([C:20]([O:22][CH2:23][CH3:24])=[O:21])=[C:4]1[OH:25])C.C(N1C2C(=CC=C(C3C=NC=CC=3)C=2)C(=O)C(C(O)=O)=C1)C.[H-].[Na+].CI>>[OH:25][C:4]1[N:3]([CH3:1])[C:12]2[C:7]([C:6](=[O:19])[C:5]=1[C:20]([O:22][CH2:23][CH3:24])=[O:21])=[CH:8][CH:9]=[C:10]([C:13]1[CH:14]=[CH:15][N:16]=[CH:17][CH:18]=1)[CH:11]=2 |f:2.3|. Reactants: C1CCC2=NCCCN2CC1 (DBU), IC=1C=CC=C2C=CC(=CC12)S(=O)(=O)N (8-iodonaphthalene-2-sulfonamide), IC=1C=CC=C2C=CC(=CC12)S(=O)(=O)N (8-iodonaphthalene-2-sulfonamide), CCO (EtOH), O1CCOCC1 (dioxane). Reagents/catalysts: [C-]#[O+].[C-]#[O+].[C-]#[O+].[C-]#[O+].[C-]#[O+].[C-]#[O+].[Mo] (molybdenum hexacarbonyl), CC(=O)[O-].CC(=O)[O-].[Pd+2] (Pd(OAc)2). Conditions: temperature 100 celsius. The product is S(N)(=O)(=O)C1=CC=C2C=CC=C(C2=C1)C(=O)OCC (Ethyl 7-sulfamoyl-1-naphthoate). The yield is 13.0%. As a reaction SMILES: I[C:2]1[CH:3]=[CH:4][CH:5]=[C:6]2[C:11]=1[CH:10]=[C:9]([S:12]([NH2:15])(=[O:14])=[O:13])[CH:8]=[CH:7]2.[CH3:16][CH2:17][OH:18].C1CCN2C(=NCCC2)CC1.[O:30]1CCOC[CH2:31]1>[C-]#[O+].[C-]#[O+].[C-]#[O+].[C-]#[O+].[C-]#[O+].[C-]#[O+].[Mo].CC([O-])=O.CC([O-])=O.[Pd+2]>[S:12]([C:9]1[CH:10]=[C:11]2[C:6]([CH:5]=[CH:4][CH:3]=[C:2]2[C:31]([O:18][CH2:17][CH3:16])=[O:30])=[CH:7][CH:8]=1)(=[O:14])(=[O:13])[NH2:15] |f:4.5.6.7.8.9.10,11.12.13|. Procedure: To a solution of 8-iodonaphthalene-2-sulfonamide (Intermediate 7, 200 mg, 0.60 mmol) in dioxane (2.0 mL) in a microwave tube was added EtOH (400 μL, 6.00 mmol), molybdenum hexacarbonyl (81 μL, 0.60 mmol) and Pd(OAc)2 (17 mg, 0.075 mmol). DBU (270 μL, 1.80 mmol) was then added, and the sealed tube was placed in the microwave and heated at 100° C. for 20 min. The reaction mixture was cooled to room temperature and quenched with 10% aq. LiCl solution. The solution was extracted with EtOAc (3×). The... Reactants: C(CC)NN1C(CC2=CC=CC=C12)=O (1,3-dihydro-1-(propylamino)-2H-indol-2-one), [OH-].[Na+] (sodium hydroxide), C1(=CC=CC=C1)O (phenol), Cl.BrC1=CC=NC=C1 (4-bromopyridine hydrochloride). Conditions: time 7 hour. The product is C(CC)N(N1C(CC2=CC=CC=C12)=O)C1=CC=NC=C1 (1,3-dihydro-1-(propyl-4-pyridinylamino)-2H-indol-2-one). Yield: 14.4%. Reaction SMILES: [CH2:1]([NH:4][N:5]1[C:13]2[C:8](=[CH:9][CH:10]=[CH:11][CH:12]=2)[CH2:7][C:6]1=[O:14])[CH2:2][CH3:3].C1(O)C=CC=CC=1.Cl.Br[C:24]1[CH:29]=[CH:28][N:27]=[CH:26][CH:25]=1.[OH-].[Na+]>>[CH2:1]([N:4]([C:24]1[CH:29]=[CH:28][N:27]=[CH:26][CH:25]=1)[N:5]1[C:13]2[C:8](=[CH:9][CH:10]=[CH:11][CH:12]=2)[CH2:7][C:6]1=[O:14])[CH2:2][CH3:3] |f:2.3,4.5|. Procedure details: To a stirred solution of 1,3-dihydro-1-(propylamino)-2H-indol-2-one (10.4 g) and phenol (30.8 g), preheated to 150° C. under nitrogen, was added 4-bromopyridine hydrochloride (11.04 g) over 5 min. Heating was continued for 7 hours at which time the reaction mixture was cooled to room temperature and made basic by slow addition of dilute aqueous sodium hydroxide. The product was extracted four times with ethyl acetate and the combined organic layers back-extracted with dilute aqueous sodium hydro... Reactants: C(=C)OC(=O)N1C[C@@H]2C[C@@H]3[C@](C[C@@H]([C@@]4([C@]5(C=CC(C=C5[C@H](C[C@@H]34)F)=O)C)F)O)([C@@]2(C1)C(COS(=O)(=O)C)=O)C ((4aS,4bR,5S,6aS,6bS,9aR,10aS,10bS,12S)-4b,12-Difluoro-5-hydroxy-6b-(2-methanesulfonyloxy-acetyl)-4a,6a-dimethyl-2-oxo-2,4b,5,6,6a,6b,7,9,9a,10,10a,10b,11,12-tetradecahydro-4aH-8-aza-pentaleno[2,1-a]phenanthrene-8-carboxylic acid vinyl ester), CCCC[N+](CCCC)(CCCC)CCCC.[F-] (TBAF), [F-].[K+] (potassium fluoride). The solvent is C1CCOC1 (THF), C1CCOC1 (THF). Reaction conditions: time 2 hour. Product: C(=C)OC(=O)N1C[C@@H]2C[C@@H]3[C@](C[C@@H]([C@@]4([C@]5(C=CC(C=C5[C@H](C[C@@H]34)F)=O)C)F)O)([C@@]2(C1)C(CF)=O)C ((4aS,4bR,5S,6aS,6bS,9aR,10aS,10bS,12S)-4b,12-Difluoro-6b-(2-fluoro-acetyl)-5-hydroxy-4a,6a-dimethyl-2-oxo-2,4b,5,6,6a,6b,7,9,9a,10,10a,10b,11,12-tetradecahydro-4aH-8-aza-pentaleno[2,1-a]phenanthrene-8-carboxylic acid vinyl ester). Isolated yield 27.6%. RXN SMILES: [CH:1]([O:3][C:4]([N:6]1[CH2:30][C@:29]2([C:31](=[O:38])[CH2:32]OS(C)(=O)=O)[C@@H:8]([CH2:9][C@H:10]3[C@H:23]4[C@@:14]([F:27])([C@:15]5([CH3:26])[C:20]([C@@H:21]([F:24])[CH2:22]4)=[CH:19][C:18](=[O:25])[CH:17]=[CH:16]5)[C@@H:13]([OH:28])[CH2:12][C@@:11]32[CH3:39])[CH2:7]1)=[O:5])=[CH2:2].CCCC[N+](CCCC)(CCCC)CCCC.[F-:57].[F-].[K+]>C1COCC1>[CH:1]([O:3][C:4]([N:6]1[CH2:30][C@:29]2([C:31](=[O:38])[CH2:32][F:57])[C@@H:8]([CH2:9][C@H:10]3[C@H:23]4[C@@:14]([F:27])([C@:15]5([CH3:26])[C:20]([C@@H:21]([F:24])[CH2:22]4)=[CH:19][C:18](=[O:25])[CH:17]=[CH:16]5)[C@@H:13]([OH:28])[CH2:12][C@@:11]32[CH3:39])[CH2:7]1)=[O:5])=[CH2:2] |f:1.2,3.4|. Procedure: A mixture of 165 (774 mg, 1.359 mmol), TBAF 1M in THF (2038 μl, 2.038 mmol) and potassium fluoride (79 mg, 1.359 mmol) in dry THF (25 ml) is stirred under nitrogen at r.t. for 2 hours, then at reflux for 1 hour 30 minutes. The mixture is partitioned between AcOEt and water, then the aqueous phase is extracted with AcOEt; the combined organic layers are washed with brine, dried over Na2SO4 and filtered. The solvent is evaporated to give an orange oil which is purified by silica gel chromatography... Starting materials: CC(C)CC(Br)C(=O)O, O=C(Cl)C(=O)Cl, ClCCl, c1ccncc1. Yields the product CC(C)CC(Br)C(=O)Cl. RXN SMILES: [Br:7][CH:8]([C:9](=[O:10])[OH:11])[CH2:12][CH:13]([CH3:14])[CH3:15].[Cl:1][C:2]([C:3]([Cl:4])=[O:5])=[O:6].[Cl:22][CH2:23][Cl:24].[cH:16]1[cH:17][cH:18][n:19][cH:20][cH:21]1>>[Cl:1][C:9]([CH:8]([Br:7])[CH2:12][CH:13]([CH3:14])[CH3:15])=[O:10]. Reactants: CC(C)C(O)c1ccc2c(c1)C(C)(C)CO2, ClCCl, O=[Cr](=O)([O-])Cl, c1cc[nH+]cc1. Product: CC(C)C(=O)c1ccc2c(c1)C(C)(C)CO2. As a reaction SMILES: [CH3:1][C:2]1([CH3:16])[CH2:3][O:4][c:5]2[c:6]1[cH:7][c:8]([CH:11]([CH:12]([CH3:13])[CH3:14])[OH:15])[cH:9][cH:10]2.[Cl:28][CH2:29][Cl:30].[O:17]=[Cr:18]([Cl:19])([O-:20])=[O:21].[nH+:22]1[cH:23][cH:24][cH:25][cH:26][cH:27]1>>[CH3:1][C:2]1([CH3:16])[CH2:3][O:4][c:5]2[c:6]1[cH:7][c:8]([C:11]([CH:12]([CH3:13])[CH3:14])=[O:15])[cH:9][cH:10]2. The reactants are COC(=O)C(O)CN1CC(O[Si](C)(C)C(C)(C)C)C1, C[Al](C)C, Cc1ccccc1, Cc1ccc(N)nc1. The product is Cc1ccc(NC(=O)C(O)CN2CC(O[Si](C)(C)C(C)(C)C)C2)nc1. RXN SMILES: [C:13]([CH3:14])([CH3:15])([CH3:16])[Si:17]([O:18][CH:19]1[CH2:20][N:21]([CH2:23][CH:24]([C:25](=[O:26])[O:27][CH3:28])[OH:29])[CH2:22]1)([CH3:30])[CH3:31].[CH3:1][Al:2]([CH3:3])[CH3:4].[CH3:32][c:33]1[cH:34][cH:35][cH:36][cH:37][cH:38]1.[CH3:5][c:6]1[cH:7][cH:8][c:9]([NH2:12])[n:10][cH:11]1>>[CH3:5][c:6]1[cH:7][cH:8][c:9]([NH:12][C:25]([CH:24]([CH2:23][N:21]2[CH2:20][CH:19]([O:18][Si:17]([C:13]([CH3:14])([CH3:15])[CH3:16])([CH3:30])[CH3:31])[CH2:22]2)[OH:29])=[O:26])[n:10][cH:11]1.